From a dataset of the Open Reaction Database (ORD), a public repository of structured organic reaction records. describe an organic reaction: reactants, conditions, products, and yield Starting materials: Cc1ccccc1, O=C(Nc1cc(OC2CCCC2)c(Cl)cc1F)OCc1ccccc1, [H][H]. Yields the product Nc1cc(OC2CCCC2)c(Cl)cc1F. As a reaction SMILES: [CH3:28][c:29]1[cH:30][cH:31][cH:32][cH:33][cH:34]1.[F:1][c:2]1[c:3]([NH:15][C:16](=[O:17])[O:18][CH2:19][c:20]2[cH:21][cH:22][cH:23][cH:24][cH:25]2)[cH:4][c:5]([O:9][CH:10]2[CH2:11][CH2:12][CH2:13][CH2:14]2)[c:6]([Cl:8])[cH:7]1.[H:26][H:27]>>[F:1][c:2]1[c:3]([NH2:15])[cH:4][c:5]([O:9][CH:10]2[CH2:11][CH2:12][CH2:13][CH2:14]2)[c:6]([Cl:8])[cH:7]1. Reaction SMILES: [CH2:1]([N:8]1[CH:13]2[CH2:14][CH2:15][CH:9]1[CH:10]=[C:11](OS(C1C=CC(C)=CC=1)(=O)=O)[CH2:12]2)[C:2]1[CH:7]=[CH:6][CH:5]=[CH:4][CH:3]=1.[C:27]([C:30]1[CH:31]=[C:32](B(O)O)[CH:33]=[CH:34][CH:35]=1)(=[O:29])[NH2:28].[F-].[Cs+]>C1C=CC(/C=C/C(/C=C/C2C=CC=CC=2)=O)=CC=1.C1C=CC(/C=C/C(/C=C/C2C=CC=CC=2)=O)=CC=1.C1C=CC(/C=C/C(/C=C/C2C=CC=CC=2)=O)=CC=1.[Pd].[Pd].C1(P(C2C=CC=CC=2)CCCCCP(C2C=CC=CC=2)C2C=CC=CC=2)C=CC=CC=1>[CH2:1]([N:8]1[CH:13]2[CH2:14][CH2:15][CH:9]1[CH:10]=[C:11]([C:34]1[CH:35]=[C:30]([CH:31]=[CH:32][CH:33]=1)[C:27]([NH2:28])=[O:29])[CH2:12]2)[C:2]1[CH:3]=[CH:4][CH:5]=[CH:6][CH:7]=1 |f:2.3,4.5.6.7.8|. Isolated yield 64.4%. Reactants: C(C1=CC=CC=C1)N1C2C=C(CC1CC2)OS(=O)(=O)C2=CC=C(C=C2)C (toluene-4-sulfonic acid 8-benzyl-8-azabicyclo[3.2.1]oct-2-en-3-yl ester), C(N)(=O)C=1C=C(C=CC1)B(O)O (3-carbamoylphenyl boronic acid), [F-].[Cs+] (CsF). Run at time 21 hour. Procedure details: To a 100 mL round bottom flask was added toluene-4-sulfonic acid 8-benzyl-8-azabicyclo[3.2.1]oct-2-en-3-yl ester (0.75 g, 2 mmol), 3-carbamoylphenyl boronic acid (0.36 g, 2.2 mmol), Pd2dba3 (0.055 g, 0.06 mmol), 1,5-bis(diphenylphosphino)pentane (0.053 g, 0.12 mmol) and CsF (0.91, 6 mmol). The reaction mixture was purged with nitrogen for 5 min, and THF (8 mL)and 1.5 mL DMF (1.5 mL) were added. The suspension was stirred at room temperature and purged with nitrogen for another 5 min, then heated... Reagents/catalysts: C=1C=CC(=CC1)/C=C/C(=O)/C=C/C2=CC=CC=C2.C=1C=CC(=CC1)/C=C/C(=O)/C=C/C2=CC=CC=C2.C=1C=CC(=CC1)/C=C/C(=O)/C=C/C2=CC=CC=C2.[Pd].[Pd] (Pd2dba3), C1(=CC=CC=C1)P(CCCCCP(C1=CC=CC=C1)C1=CC=CC=C1)C1=CC=CC=C1 (1,5-bis(diphenylphosphino)pentane). Yields the product C(C1=CC=CC=C1)N1C2C=C(CC1CC2)C=2C=C(C(=O)N)C=CC2 (3-(8-benzyl-8-azabicyclo[3.2.1]oct-2-en-3-yl)-benzamide). Reactants: CC(C)(C)[Si](C)(C)Oc1ccc([N+](=O)[O-])c(OCc2ccccc2)c1, CCOC(C)=O. Yields the product CC(C)(C)[Si](C)(C)Oc1ccc(N)c(OCc2ccccc2)c1. Reaction SMILES: [CH2:1]([c:2]1[cH:3][cH:4][cH:5][cH:6][cH:7]1)[O:8][c:9]1[cH:10][c:11]([O:12][Si:13]([CH3:14])([CH3:15])[C:16]([CH3:17])([CH3:18])[CH3:19])[cH:20][cH:21][c:22]1[N+:23]([O-:24])=[O:25].[CH3:26][CH2:27][O:28][C:29]([CH3:30])=[O:31]>>[CH2:1]([c:2]1[cH:3][cH:4][cH:5][cH:6][cH:7]1)[O:8][c:9]1[cH:10][c:11]([O:12][Si:13]([CH3:14])([CH3:15])[C:16]([CH3:17])([CH3:18])[CH3:19])[cH:20][cH:21][c:22]1[NH2:23]. The product is COC(=O)c1ccc(N2CCCC2=O)c(-c2ccc(Cl)c(OCc3ccccc3)c2)n1. As a reaction SMILES: [C:40](=[O:41])([O-:42])[O-:43].[CH2:1]([c:2]1[cH:3][cH:4][cH:5][cH:6][cH:7]1)[O:8][c:9]1[cH:10][c:11](-[c:16]2[c:17]([O:26][S:27]([C:28]([F:29])([F:30])[F:31])(=[O:32])=[O:33])[cH:18][cH:19][c:20]([C:22](=[O:23])[O:24][CH3:25])[n:21]2)[cH:12][cH:13][c:14]1[Cl:15].[Cl-:46].[Cs+:44].[Cs+:45].[NH4+:47].[NH:34]1[C:35](=[O:39])[CH2:36][CH2:37][CH2:38]1.[O:48]1[CH2:49][CH2:50][O:51][CH2:52][CH2:53]1.[O:56]=[C:57]([CH:58]=[CH:59][c:60]1[cH:61][cH:62][cH:63][cH:64][cH:65]1)[CH:66]=[CH:67][c:68]1[cH:69][cH:70][cH:71][cH:72][cH:73]1.[O:74]=[C:75]([CH:76]=[CH:77][c:78]1[cH:79][cH:80][cH:81][cH:82][cH:83]1)[CH:84]=[CH:85][c:86]1[cH:87][cH:88][cH:89][cH:90][cH:91]1.[O:92]=[C:93]([CH:94]=[CH:95][c:96]1[cH:97][cH:98][cH:99][cH:100][cH:101]1)[CH:102]=[CH:103][c:104]1[cH:105][cH:106][cH:107][cH:108][cH:109]1.[Pd:54].[Pd:55]>>[CH2:1]([c:2]1[cH:3][cH:4][cH:5][cH:6][cH:7]1)[O:8][c:9]1[cH:10][c:11](-[c:16]2[c:17]([N:34]3[C:35](=[O:39])[CH2:36][CH2:37][CH2:38]3)[cH:18][cH:19][c:20]([C:22](=[O:23])[O:24][CH3:25])[n:21]2)[cH:12][cH:13][c:14]1[Cl:15]. Reactants: O=C([O-])[O-], COC(=O)c1ccc(OS(=O)(=O)C(F)(F)F)c(-c2ccc(Cl)c(OCc3ccccc3)c2)n1, [Cl-], [Cs+], [Cs+], [NH4+], O=C1CCCN1, C1COCCO1, O=C(C=Cc1ccccc1)C=Cc1ccccc1, O=C(C=Cc1ccccc1)C=Cc1ccccc1, O=C(C=Cc1ccccc1)C=Cc1ccccc1, [Pd], [Pd]. Starting materials: Brc1cnc2[nH]ccc2c1, O=C([O-])[O-], CCCC[N+](CCCC)(CCCC)CCCC, Cn1cc(B2OC(C)(C)C(C)(C)O2)cn1, [I-], [K+], [K+], C1CCOC1, O, [Pd], c1ccc(P(c2ccccc2)c2ccccc2)cc1, c1ccc(P(c2ccccc2)c2ccccc2)cc1, c1ccc(P(c2ccccc2)c2ccccc2)cc1, c1ccc(P(c2ccccc2)c2ccccc2)cc1. The product is Cn1cc(-c2cnc3[nH]ccc3c2)cn1. As a reaction SMILES: [Br:1][c:2]1[cH:3][c:4]2[cH:5][cH:6][nH:7][c:8]2[n:9][cH:10]1.[C:31](=[O:32])([O-:33])[O-:34].[CH2:39]([N+:40]([CH2:41][CH2:42][CH2:43][CH3:44])([CH2:45][CH2:46][CH2:47][CH3:48])[CH2:49][CH2:50][CH2:51][CH3:52])[CH2:53][CH2:54][CH3:55].[CH3:16][n:17]1[n:18][cH:19][c:20]([B:22]2[O:23][C:24]([CH3:25])([CH3:26])[C:27]([CH3:28])([CH3:29])[O:30]2)[cH:21]1.[I-:38].[K+:35].[K+:36].[O:11]1[CH2:12][CH2:13][CH2:14][CH2:15]1.[OH2:37].[Pd:56].[c:114]1([P:115]([c:116]2[cH:117][cH:118][cH:119][cH:120][cH:121]2)[c:122]2[cH:123][cH:124][cH:125][cH:126][cH:127]2)[cH:128][cH:129][cH:130][cH:131][cH:132]1.[c:57]1([P:58]([c:59]2[cH:60][cH:61][cH:62][cH:63][cH:64]2)[c:65]2[cH:66][cH:67][cH:68][cH:69][cH:70]2)[cH:71][cH:72][cH:73][cH:74][cH:75]1.[c:76]1([P:77]([c:78]2[cH:79][cH:80][cH:81][cH:82][cH:83]2)[c:84]2[cH:85][cH:86][cH:87][cH:88][cH:89]2)[cH:90][cH:91][cH:92][cH:93][cH:94]1.[c:95]1([P:96]([c:97]2[cH:98][cH:99][cH:100][cH:101][cH:102]2)[c:103]2[cH:104][cH:105][cH:106][cH:107][cH:108]2)[cH:109][cH:110][cH:111][cH:112][cH:113]1>>[c:2]1(-[c:20]2[cH:19][n:18][n:17]([CH3:16])[cH:21]2)[cH:3][c:4]2[cH:5][cH:6][nH:7][c:8]2[n:9][cH:10]1. Starting materials: N1C(CCC1)C(=O)N (pyrrolidine-2-carboxylic acid amide), C(#N)C1=CNC2=CC=C(C=C12)CCNC(C1=CC=C(C=C1)C1=NC(=NC=C1)Cl)=O (N-[2-(3-Cyano-1H-indol-5-yl)-ethyl]-4-[2-chloro-pyrimidin-4-yl]-benzamide). The product is C(#N)C1=CNC2=CC=C(C=C12)CCNC(=O)C1=CC=C(C=C1)C1=NC(=NC=C1)N1C(CCC1)C(=O)N (1-(4-{4-[2-(3-Cyano-1H-indol-5-yl)ethylcarbamoyl]phenyl}pyrimidin-2-yl)pyrrolidine-2-carboxylic acid amide). Reaction SMILES: [NH:1]1[CH2:5][CH2:4][CH2:3][CH:2]1[C:6]([NH2:8])=[O:7].[C:9]([C:11]1[C:19]2[C:14](=[CH:15][CH:16]=[C:17]([CH2:20][CH2:21][NH:22][C:23](=[O:37])[C:24]3[CH:29]=[CH:28][C:27]([C:30]4[CH:35]=[CH:34][N:33]=[C:32](Cl)[N:31]=4)=[CH:26][CH:25]=3)[CH:18]=2)[NH:13][CH:12]=1)#[N:10]>>[C:9]([C:11]1[C:19]2[C:14](=[CH:15][CH:16]=[C:17]([CH2:20][CH2:21][NH:22][C:23]([C:24]3[CH:29]=[CH:28][C:27]([C:30]4[CH:35]=[CH:34][N:33]=[C:32]([N:1]5[CH2:5][CH2:4][CH2:3][CH:2]5[C:6]([NH2:8])=[O:7])[N:31]=4)=[CH:26][CH:25]=3)=[O:37])[CH:18]=2)[NH:13][CH:12]=1)#[N:10]. Procedure: Using pyrrolidine-2-carboxylic acid amide. and N-[2-(3-Cyano-1H-indol-5-yl)-ethyl]-4-[2-chloro-pyrimidin-4-yl]-benzamide (reference example 1az) as substrates. MS (ion spray) m/z 480 (M+H)+.